This data is from the Open Reaction Database (ORD), a public repository of structured organic reaction records. The task is: describe an organic reaction: reactants, conditions, products, and yield Starting materials: COC1=C(C=C(C=C1)N1CCN(CC1)CCC1=CC=CC=C1)C (1-(4-methoxy-3-methylphenyl)-4-phenethylpiperazine), FC1=C(C=CC(=C1)OC)N1CCN(CC1)CCC1=CC=CC=C1 (1-(2-fluoro-4-methoxyphenyl)-4-phenethylpiperazine). Product: FC=1C=C(C=CC1N1CCN(CC1)CCC1=CC=CC=C1)O (3-fluoro-4-(4-phenethyl-piperazin-1-yl)phenol). Yield: 50.8%. Reaction SMILES: COC1C=CC(N2CCN(CCC3C=CC=CC=3)CC2)=CC=1C.[F:24][C:25]1[CH:30]=[C:29]([O:31]C)[CH:28]=[CH:27][C:26]=1[N:33]1[CH2:38][CH2:37][N:36]([CH2:39][CH2:40][C:41]2[CH:46]=[CH:45][CH:44]=[CH:43][CH:42]=2)[CH2:35][CH2:34]1>>[F:24][C:25]1[CH:30]=[C:29]([OH:31])[CH:28]=[CH:27][C:26]=1[N:33]1[CH2:38][CH2:37][N:36]([CH2:39][CH2:40][C:41]2[CH:42]=[CH:43][CH:44]=[CH:45][CH:46]=2)[CH2:35][CH2:34]1. Reported procedure: Production Example 10 was repeated except that 1-(4-methoxy-3-methylphenyl)-4-phenethylpiperazine was replaced with 1-(2-fluoro-4-methoxyphenyl)-4-phenethylpiperazine (367 mg), and the resulting crude product was purified on TLC (developer, chloroform: methanol=17:1) to provide 3-fluoro-4-(4-phenethyl-piperazin-1-yl)phenol (178 mg). Product: Cc1ccc(S(=O)(=O)NC(=O)C(c2ccc3c(c2)OCO3)c2cn(C)c3cc(C(=O)c4ccccn4)ccc23)cc1. Starting materials: Brc1ccccn1, [Li]CCCC, CON(C)C(=O)c1ccc2c(C(C(=O)NS(=O)(=O)c3ccc(C)cc3)c3ccc4c(c3)OCO4)cn(C)c2c1, C1CCOC1. Reaction SMILES: [Br:6][c:7]1[cH:8][cH:9][cH:10][cH:11][n:12]1.[CH2:1]([Li:2])[CH2:3][CH2:4][CH3:5].[CH3:13][O:14][N:15]([C:16](=[O:17])[c:18]1[cH:19][cH:20][c:21]2[c:22]([CH:28]([C:29](=[O:30])[NH:31][S:32](=[O:33])(=[O:34])[c:35]3[cH:36][cH:37][c:38]([CH3:41])[cH:39][cH:40]3)[c:42]3[cH:43][c:44]4[c:45]([cH:49][cH:50]3)[O:46][CH2:47][O:48]4)[cH:23][n:24]([CH3:27])[c:25]2[cH:26]1)[CH3:51].[O:52]1[CH2:53][CH2:54][CH2:55][CH2:56]1>>[c:7]1([C:16](=[O:17])[c:18]2[cH:19][cH:20][c:21]3[c:22]([CH:28]([C:29](=[O:30])[NH:31][S:32](=[O:33])(=[O:34])[c:35]4[cH:36][cH:37][c:38]([CH3:41])[cH:39][cH:40]4)[c:42]4[cH:43][c:44]5[c:45]([cH:49][cH:50]4)[O:46][CH2:47][O:48]5)[cH:23][n:24]([CH3:27])[c:25]3[cH:26]2)[cH:8][cH:9][cH:10][cH:11][n:12]1. Starting materials: [N+](=O)([O-])C=1C=C(C=CC1)NC1CN(CCC1)C(=O)OC(C)(C)C (tert-butyl 3-((3-nitrophenyl)amino)piperidine-1-carboxylate). Reagents/catalysts: [C].[Pd] (palladium-carbon). The solvent is O1CCCC1 (tetrahydrofuran), CO (methanol). Conditions: time 1 hour. Product: NC=1C=C(C=CC1)NC1CN(CCC1)C(=O)OC(C)(C)C (tert-butyl 3-((3-aminophenyl)amino)piperidine-1-carboxylate). Yield: 101.6%. As a reaction SMILES: [N+:1]([C:4]1[CH:5]=[C:6]([NH:10][CH:11]2[CH2:16][CH2:15][CH2:14][N:13]([C:17]([O:19][C:20]([CH3:23])([CH3:22])[CH3:21])=[O:18])[CH2:12]2)[CH:7]=[CH:8][CH:9]=1)([O-])=O>O1CCCC1.CO.[C].[Pd]>[NH2:1][C:4]1[CH:5]=[C:6]([NH:10][CH:11]2[CH2:16][CH2:15][CH2:14][N:13]([C:17]([O:19][C:20]([CH3:23])([CH3:22])[CH3:21])=[O:18])[CH2:12]2)[CH:7]=[CH:8][CH:9]=1 |f:3.4|. Reported procedure: To 10% palladium-carbon (100 mg), a solution of tert-butyl 3-((3-nitrophenyl)amino)piperidine-1-carboxylate (C21, 229 mg) in tetrahydrofuran (10 mL) and methanol (4 mL) was added at room temperature, and the mixture was stirred at room temperature for 1 hour under a hydrogen atmosphere. The insoluble matter was removed by filtration through Cerite, and then the solvent was evaporated under reduced pressure to obtain tert-butyl 3-((3-aminophenyl)amino)piperidine-1-carboxylate (C22, 211 mg). The reactants are CC(C)(C)OC(=O)N1CCC(CCc2cccc(-c3nc(NCCc4ccc(O)cc4)ncc3F)c2)CC1, NCCc1ccc(O)cc1. Yields the product Oc1ccc(CCNc2ncc(F)c(-c3cccc(CCC4CCNCC4)c3)n2)cc1. RXN SMILES: [C:1]([O:2][C:3](=[O:4])[N:8]1[CH2:9][CH2:10][CH:11]([CH2:14][CH2:15][c:16]2[cH:17][c:18](-[c:22]3[n:23][c:24]([NH:29][CH2:30][CH2:31][c:32]4[cH:33][cH:34][c:35]([OH:38])[cH:36][cH:37]4)[n:25][cH:26][c:27]3[F:28])[cH:19][cH:20][cH:21]2)[CH2:12][CH2:13]1)([CH3:5])([CH3:6])[CH3:7].[NH2:39][CH2:40][CH2:41][c:42]1[cH:43][cH:44][c:45]([OH:46])[cH:47][cH:48]1>>[NH:8]1[CH2:9][CH2:10][CH:11]([CH2:14][CH2:15][c:16]2[cH:17][c:18](-[c:22]3[n:23][c:24]([NH:29][CH2:30][CH2:31][c:32]4[cH:33][cH:34][c:35]([OH:38])[cH:36][cH:37]4)[n:25][cH:26][c:27]3[F:28])[cH:19][cH:20][cH:21]2)[CH2:12][CH2:13]1. Reported procedure: 4.82 g (15.0 mmol) of TBTU and 3.54 g (35 mmol) of N-methyl-morpholine were added to a solution of 1.55 g (10.0 mmol) of 2-mercapto-nicotinic acid in DMF (30 ml), and the mixture was stirred for 30 min at RT. 1.25 g (10.0 mmol) of bicyclo-[2.2.1]heptan-2-ylmethanamine were then added, and stirring was carried out for 16 h at RT. The mixture was then diluted with EA and washed with sat. aq. NH4Cl sol., a 1N aq. NaHCO3 sol. and brine. The organic phase was dried over Na2SO4, filtered and concentra... Product: C12C(CC(CC1)C2)CNC(C2=C(N=CC=C2)S)=O (N-(bicyclo[2.2.1]heptan-2-ylmethyl)-2-mercapto-nicotinamide). Run in C(Cl)Cl.CO (DCM MeOH), CN(C)C=O (DMF), CC(OCC)=O (EA). The reactants are C12C(CC(CC1)C2)CN (bicyclo-[2.2.1]heptan-2-ylmethanamine), CN(C)C(=[N+](C)C)ON1C2=C(C=CC=C2)N=N1.[B-](F)(F)(F)F (TBTU), CN1CCOCC1 (N-methyl-morpholine), SC1=C(C(=O)O)C=CC=N1 (2-mercapto-nicotinic acid). Yield: 53.0%. As a reaction SMILES: CN(C(ON1N=NC2C=CC=CC1=2)=[N+](C)C)C.[B-](F)(F)(F)F.CN1CCOCC1.[SH:30][C:31]1[N:39]=[CH:38][CH:37]=[CH:36][C:32]=1[C:33]([OH:35])=O.[CH:40]12[CH2:46][CH:43]([CH2:44][CH2:45]1)[CH2:42][CH:41]2[CH2:47][NH2:48]>CN(C=O)C.CC(=O)OCC.C(Cl)Cl.CO>[CH:40]12[CH2:46][CH:43]([CH2:44][CH2:45]1)[CH2:42][CH:41]2[CH2:47][NH:48][C:33](=[O:35])[C:32]1[CH:36]=[CH:37][CH:38]=[N:39][C:31]=1[SH:30] |f:0.1,7.8|. Run at time 30 minute. Starting materials: COC(=O)C(O)COCCO[Si](c1ccccc1)(c1ccccc1)C(C)(C)C, C[Al](C)C, Cc1ccccc1, Nc1ccc(Cl)cn1, O, O=C(O)CC(O)(CC(=O)O)C(=O)O. Yields the product CC(C)(C)[Si](OCCOCC(O)C(=O)Nc1ccc(Cl)cn1)(c1ccccc1)c1ccccc1. RXN SMILES: [C:13]([CH3:14])([CH3:15])([CH3:16])[Si:17]([O:18][CH2:19][CH2:20][O:21][CH2:22][CH:23]([C:24](=[O:25])[O:26][CH3:27])[OH:28])([c:29]1[cH:30][cH:31][cH:32][cH:33][cH:34]1)[c:35]1[cH:36][cH:37][cH:38][cH:39][cH:40]1.[CH3:1][Al:2]([CH3:3])[CH3:4].[CH3:54][c:55]1[cH:56][cH:57][cH:58][cH:59][cH:60]1.[Cl:5][c:6]1[cH:7][cH:8][c:9]([NH2:12])[n:10][cH:11]1.[OH2:61].[OH:41][C:42]([CH2:43][C:44]([C:45](=[O:46])[OH:47])([CH2:48][C:49](=[O:50])[OH:51])[OH:52])=[O:53]>>[Cl:5][c:6]1[cH:7][cH:8][c:9]([NH:12][C:24]([CH:23]([CH2:22][O:21][CH2:20][CH2:19][O:18][Si:17]([C:13]([CH3:14])([CH3:15])[CH3:16])([c:29]2[cH:30][cH:31][cH:32][cH:33][cH:34]2)[c:35]2[cH:36][cH:37][cH:38][cH:39][cH:40]2)[OH:28])=[O:25])[n:10][cH:11]1. Reactants: CN1CCOCC1, CN(C)C=O, O=C(Cl)Oc1ccccc1, Cl, Nc1cc(Oc2ccc(NC(=S)NC(=O)Cc3ccccc3)cc2F)ccn1, O=C1CCNCC1, C1CCOC1, O. RXN SMILES: [CH3:29][N:30]1[CH2:31][CH2:34][O:33][CH2:32][CH2:35]1.[CH3:60][N:61]([CH3:62])[CH:63]=[O:64].[Cl:36][C:37]([O:38][c:39]1[cH:40][cH:41][cH:42][cH:43][cH:44]1)=[O:45].[ClH:47].[NH2:1][c:2]1[n:3][cH:4][cH:5][c:6]([O:8][c:9]2[c:10]([F:28])[cH:11][c:12]([NH:15][C:16](=[S:17])[NH:18][C:19]([CH2:20][c:21]3[cH:22][cH:23][cH:24][cH:25][cH:26]3)=[O:27])[cH:13][cH:14]2)[cH:7]1.[O:48]=[C:49]1[CH2:50][CH2:51][NH:52][CH2:53][CH2:54]1.[O:55]1[CH2:56][CH2:57][CH2:58][CH2:59]1.[OH2:46]>>[NH:1]([c:2]1[n:3][cH:4][cH:5][c:6]([O:8][c:9]2[c:10]([F:28])[cH:11][c:12]([NH:15][C:16](=[S:17])[NH:18][C:19]([CH2:20][c:21]3[cH:22][cH:23][cH:24][cH:25][cH:26]3)=[O:27])[cH:13][cH:14]2)[cH:7]1)[C:32](=[O:33])[N:52]1[CH2:51][CH2:50][C:49](=[O:48])[CH2:54][CH2:53]1. Product: O=C1CCN(C(=O)Nc2cc(Oc3ccc(NC(=S)NC(=O)Cc4ccccc4)cc3F)ccn2)CC1. Reactants: O=C(O)c1ccc(Br)nc1, Cc1cnc(N2CCNCC2)c(C2CC2)c1. Product: Cc1cnc(N2CCN(C(=O)c3ccc(Br)nc3)CC2)c(C2CC2)c1. As a reaction SMILES: [Br:1][c:2]1[n:3][cH:4][c:5]([C:6](=[O:7])[OH:8])[cH:9][cH:10]1.[CH:11]1([c:14]2[c:15]([N:21]3[CH2:22][CH2:23][NH:24][CH2:25][CH2:26]3)[n:16][cH:17][c:18]([CH3:20])[cH:19]2)[CH2:12][CH2:13]1>>[Br:1][c:2]1[n:3][cH:4][c:5]([C:6](=[O:8])[N:24]2[CH2:23][CH2:22][N:21]([c:15]3[c:14]([CH:11]4[CH2:12][CH2:13]4)[cH:19][c:18]([CH3:20])[cH:17][n:16]3)[CH2:26][CH2:25]2)[cH:9][cH:10]1. The reactants are ClC1=C(C=CC=C1)C1=NN(C2=NC(=NC(=C21)NC[C@H](C)O)OC2=C(C=C(C=C2)F)F)OCCC[Si](C)(C)C ((S)-1-[3-(2-Chloro-phenyl)-6-(2,4-difluoro-phenoxy)-1-(3-trimethylsilanyl-propoxy)-1H-pyrazolo[3,4-d]pyrimidin-4-ylamino]-propan-2-ol), C(=O)(OC(C)(C)C)N[C@@H](C(C)C)C(=O)O (Boc-(L)-Valine), CN(C)C=O (DMF). The reagents and catalysts are CN(C1=CC=NC=C1)C (4-dimethylaminopyridine). Reaction conditions: temperature 120 celsius. Product: ClC1=C(C=CC=C1)C1=NN(C2=NC(=NC(=C21)NC[C@H](C)OC([C@H](C(C)C)NC(=O)OC(C)(C)C)=O)OC2=C(C=C(C=C2)F)F)C ((S)-2-tert-butoxycarbonylamino-3-methyl-butyric acid (S)-2-[3-(2-chloro-phenyl)-6-(2,4-difluoro-phenoxy)-1-methyl1H-pyrazolo[3,4-d]pyrimidin-4-ylamino]-1-methyl-ethyl ester). RXN SMILES: [Cl:1][C:2]1[CH:7]=[CH:6][CH:5]=[CH:4][C:3]=1[C:8]1[C:16]2[C:11](=[N:12][C:13]([O:22][C:23]3[CH:28]=[CH:27][C:26]([F:29])=[CH:25][C:24]=3[F:30])=[N:14][C:15]=2[NH:17][CH2:18][C@@H:19]([OH:21])[CH3:20])[N:10](OCCC[Si](C)(C)C)[N:9]=1.[C:39]([NH:46][C@H:47]([C:51]([OH:53])=O)[CH:48]([CH3:50])[CH3:49])([O:41][C:42]([CH3:45])([CH3:44])[CH3:43])=[O:40].[CH3:54]N(C=O)C>CN(C)C1C=CN=CC=1>[Cl:1][C:2]1[CH:7]=[CH:6][CH:5]=[CH:4][C:3]=1[C:8]1[C:16]2[C:11](=[N:12][C:13]([O:22][C:23]3[CH:28]=[CH:27][C:26]([F:29])=[CH:25][C:24]=3[F:30])=[N:14][C:15]=2[NH:17][CH2:18][C@@H:19]([O:21][C:51](=[O:53])[C@@H:47]([NH:46][C:39]([O:41][C:42]([CH3:45])([CH3:44])[CH3:43])=[O:40])[CH:48]([CH3:50])[CH3:49])[CH3:20])[N:10]([CH3:54])[N:9]=1. Procedure: A solution of (S)-1-[3-(2-Chloro-phenyl)-6-(2,4-difluoro-phenoxy)-1-(3-trimethylsilanyl-propoxy)-1H-pyrazolo[3,4-d]pyrimidin-4-ylamino]-propan-2-ol (50 mg, 0.2846 mmol), Boc-(L)-Valine (68 mg, 0.313 mmol), 4-dimethylaminopyridine (7 mg, 0.057 mmol) and 1-(3-dimethylaminopropyl)-3-ethylcarodiimide (60 mg, 0.313 mmol) in 4 mL DMF was stirred at room temperature for three days, then heated to 120° C. for four hours. The reaction mixture was cooled and partitioned between water and ethyl acetate. Th... The reactants are C1(=CC=CC=C1)C(N1CC(C1)C(=O)OC)C1=CC=CC=C1 (1-(diphenylmethyl)-3-methoxycarbonylazetidine), [OH-].[Na+] (sodium hydroxide). The solvent is CO (methanol), O1CCCC1 (tetrahydrofuran). Conditions: time 1.5 hour. Yields the product C1(=CC=CC=C1)C(N1CC(C1)C(=O)O)C1=CC=CC=C1 (1-(diphenylmethyl)-3-carboxyazetidine). Isolated yield 92.8%. RXN SMILES: [C:1]1([CH:7]([C:16]2[CH:21]=[CH:20][CH:19]=[CH:18][CH:17]=2)[N:8]2[CH2:11][CH:10]([C:12]([O:14]C)=[O:13])[CH2:9]2)[CH:6]=[CH:5][CH:4]=[CH:3][CH:2]=1.[OH-].[Na+]>CO.O1CCCC1>[C:16]1([CH:7]([C:1]2[CH:2]=[CH:3][CH:4]=[CH:5][CH:6]=2)[N:8]2[CH2:11][CH:10]([C:12]([OH:14])=[O:13])[CH2:9]2)[CH:17]=[CH:18][CH:19]=[CH:20][CH:21]=1 |f:1.2|. Procedure details: To a solution of 1-(diphenylmethyl)-3-methoxycarbonylazetidine (28 g) in methanol (270 ml) and tetrahydrofuran (130 ml) was added 1N sodium hydroxide (115 ml) and the solution was stirred at room temperature for 1.5 hours. The solution was then concentrated to remove organic solvents under reduced pressure. The resultant aqueous solution was adjusted to pH 2.95 with 10% hydrochloric acid, and resulting precipitates were collected by filtration, washed with water and dried to give 1-(diphenylmeth...